From a dataset of the Open Reaction Database (ORD), a public repository of structured organic reaction records. describe an organic reaction: reactants, conditions, products, and yield Starting materials: OC1=C(C=CC=C1)C(CC(=O)OC(C)(C)C)=O (tert-butyl 3-(2-hydroxyphenyl)-3-oxopropanoate), C(C)(=O)O (acetic acid), ClC1=C(C=O)C=CC=C1 (2-chlorobenzaldehyde), N1CCCCC1 (piperidine). Product: ClC1=C(C=CC=C1)/C=C(/C(=O)OC(C)(C)C)\C(=O)C1=C(C=CC=C1)O ((E)-tert-butyl 3-(2-chlorophenyl)-2-(2-hydroxyphenylcarbonyl)prop-2-enoate). Isolated yield 20.1%. RXN SMILES: [OH:1][C:2]1[CH:7]=[CH:6][CH:5]=[CH:4][C:3]=1[C:8](=[O:17])[CH2:9][C:10]([O:12][C:13]([CH3:16])([CH3:15])[CH3:14])=[O:11].[Cl:18][C:19]1[CH:26]=[CH:25][CH:24]=[CH:23][C:20]=1[CH:21]=O.N1CCCCC1.C(O)(=O)C>>[Cl:18][C:19]1[CH:26]=[CH:25][CH:24]=[CH:23][C:20]=1/[CH:21]=[C:9](\[C:8]([C:3]1[CH:4]=[CH:5][CH:6]=[CH:7][C:2]=1[OH:1])=[O:17])/[C:10]([O:12][C:13]([CH3:14])([CH3:16])[CH3:15])=[O:11]. Reported procedure: Prepared according to general procedure A using tert-butyl 3-(2-hydroxyphenyl)-3-oxopropanoate (18) (236 mg, 1.0 mmol), 2-chlorobenzaldehyde (113 μL, 1.0 mmol) 15 mL benzene, piperidine (10 μL, 0.1 mmol) and glacial acetic acid (5.6 μL, 0.1 mmol), refluxed for 90 min. Purified via recrystallization from hexanes/CH2Cl2, yielding 72 mg (20%) of a white solid. mp=75-78° C. IR (film) 2979.0; 1720.5; 1630.9; 1156.3 cm−1; 1H NMR (500 MHz, CDCl3) δ 11.80 (bs, 1H); 8.19 (s, 1H); 7.50 (d, J=7.9 Hz, 1H); ... Starting materials: Brc1csc2ccccc12, CC(C)(C)[O-], CN(C)C1CCN(C(=O)c2ccc(N)cc2)C1, [Na+], O=C(C=Cc1ccccc1)C=Cc1ccccc1, O=C(C=Cc1ccccc1)C=Cc1ccccc1, O=C(C=Cc1ccccc1)C=Cc1ccccc1, [Pd], [Pd]. Yields the product CN(C)C1CCN(C(=O)c2ccc(Nc3csc4ccccc34)cc2)C1. Reaction SMILES: [Br:18][c:19]1[cH:20][s:21][c:22]2[c:23]1[cH:24][cH:25][cH:26][cH:27]2.[CH3:28][C:29]([CH3:30])([O-:31])[CH3:32].[NH2:1][c:2]1[cH:3][cH:4][c:5]([C:6](=[O:7])[N:8]2[CH2:9][CH:10]([N:13]([CH3:14])[CH3:15])[CH2:11][CH2:12]2)[cH:16][cH:17]1.[Na+:33].[O:36]=[C:37]([CH:38]=[CH:39][c:40]1[cH:41][cH:42][cH:43][cH:44][cH:45]1)[CH:46]=[CH:47][c:48]1[cH:49][cH:50][cH:51][cH:52][cH:53]1.[O:54]=[C:55]([CH:56]=[CH:57][c:58]1[cH:59][cH:60][cH:61][cH:62][cH:63]1)[CH:64]=[CH:65][c:66]1[cH:67][cH:68][cH:69][cH:70][cH:71]1.[O:72]=[C:73]([CH:74]=[CH:75][c:76]1[cH:77][cH:78][cH:79][cH:80][cH:81]1)[CH:82]=[CH:83][c:84]1[cH:85][cH:86][cH:87][cH:88][cH:89]1.[Pd:34].[Pd:35]>>[NH:1]([c:2]1[cH:3][cH:4][c:5]([C:6](=[O:7])[N:8]2[CH2:9][CH:10]([N:13]([CH3:14])[CH3:15])[CH2:11][CH2:12]2)[cH:16][cH:17]1)[c:19]1[cH:20][s:21][c:22]2[c:23]1[cH:24][cH:25][cH:26][cH:27]2. Reactants: BrC1=CC=C(OCCCC(=O)O)C=C1 (4-(4-Bromophenoxy)butanoic acid), O=S(Cl)Cl (SOCl2). Yields the product BrC1=CC=C(OCCCC(=O)Cl)C=C1 (4-(4-bromophenoxy)butanoyl chloride). The yield is 67.0%. RXN SMILES: [Br:1][C:2]1[CH:14]=[CH:13][C:5]([O:6][CH2:7][CH2:8][CH2:9][C:10](O)=[O:11])=[CH:4][CH:3]=1.O=S(Cl)[Cl:17]>>[Br:1][C:2]1[CH:14]=[CH:13][C:5]([O:6][CH2:7][CH2:8][CH2:9][C:10]([Cl:17])=[O:11])=[CH:4][CH:3]=1. Reported procedure: 4-(4-Bromophenoxy)butanoic acid (39 g, 25.6 mmol) was dissolved in SOCl2 (100 ml) mixture was heated to refluxed overnight. the mixture was concentrated in vacuo to give 4-(4-bromophenoxy)butanoyl chloride (27.6 g, 67%). The reactants are CO, COC(=O)c1cc(C(=O)[O-])cc([N+](=O)[O-])c1. Yields the product COC(=O)c1cc(N)cc(C(=O)O)c1. As a reaction SMILES: [CH3:17][OH:18].[N+:1]([O-:2])(=[O:3])[c:4]1[cH:5][c:6]([C:14](=[O:15])[O-:16])[cH:7][c:8]([C:9](=[O:10])[O:11][CH3:12])[cH:13]1>>[NH2:1][c:4]1[cH:5][c:6]([C:14](=[O:15])[OH:16])[cH:7][c:8]([C:9](=[O:10])[O:11][CH3:12])[cH:13]1. Starting materials: ice, [Cl-].[Cl-].[Cl-].[Al+3] (aluminum trichloride), C1CCC2=CC=CC=C12 (indane), BrC(C(=O)Br)(C)C (2-bromoisobutyryl bromide). The solvent is C(Cl)Cl (methylene chloride). Run at time 17 hour. Product: CC1C(C2=CC=3CCCC3C=C2C1)=O (2-methyl-3,5,6,7-tetrahydro-s-indacen-1(2H)-one). The yield is 98.8%. RXN SMILES: [Cl-].[Cl-].[Cl-].[Al+3].[CH2:5]1[C:13]2[C:8](=[CH:9][CH:10]=[CH:11][CH:12]=2)[CH2:7][CH2:6]1.Br[C:15]([CH3:20])([CH3:19])[C:16](Br)=[O:17]>C(Cl)Cl>[CH3:19][CH:15]1[CH2:20][C:11]2[C:10](=[CH:9][C:8]3[CH2:7][CH2:6][CH2:5][C:13]=3[CH:12]=2)[C:16]1=[O:17] |f:0.1.2.3|. Procedure: 50.71 g (377 mmol) of anhydrous aluminum trichloride were slowly added at 0° C. to a mixture of 19.3 g (163 mmol) of indane and 38.3 g of 2-bromoisobutyryl bromide in 500 ml of methylene chloride over a period of 30 minutes. The reaction mixture became dark red. The suspension was stirred at room temperature for 17 hours and subsequently poured onto 200 g of ice. The phases were separated. The organic phase was washed once with 200 ml of 1 normal hydrochloric acid, twice with 200 ml each time of... The reactants are C(C)(=O)O.C(C)OP(=O)(CC(CC(C)C)C(N[C@@H](CC(C)C)C(NC)=O)=O)CN ((aminomethyl)[(RS)-4-methyl-2-[[(S)-3-methyl-1-(methylcarbamoyl)butyl]carbamoyl]pentyl]phosphinic acid ethyl ester acetate), C1(=CC=CC=C1)/C/1=C(/C(=O)OC1=O)\C1=CC=CC=C1 (diphenylmaleic anhydride). The product is C(C)OP(=O)(CC(CC(C)C)C(N[C@@H](CC(C)C)C(NC)=O)=O)CN1C(C(=C(C1=O)C1=CC=CC=C1)C1=CC=CC=C1)=O ([(2,3-diphenylmaleimido)methyl][(RS)-4-methyl-2-[[(S)-3-methyl-1-(methylcarbamoyl)butyl]carbamoyl]pentyl]phosphinic acid ethyl ester). Yield: 80.2%. RXN SMILES: C(O)(=O)C.[CH2:5]([O:7][P:8]([CH2:28][NH2:29])([CH2:10][CH:11]([C:16](=[O:27])[NH:17][C@H:18]([C:23](=[O:26])[NH:24][CH3:25])[CH2:19][CH:20]([CH3:22])[CH3:21])[CH2:12][CH:13]([CH3:15])[CH3:14])=[O:9])[CH3:6].[C:30]1([C:36]2=[C:37]([C:43]3[CH:48]=[CH:47][CH:46]=[CH:45][CH:44]=3)[C:38]([O:40][C:41]2=O)=[O:39])[CH:35]=[CH:34][CH:33]=[CH:32][CH:31]=1>>[CH2:5]([O:7][P:8]([CH2:28][N:29]1[C:41](=[O:40])[C:36]([C:30]2[CH:35]=[CH:34][CH:33]=[CH:32][CH:31]=2)=[C:37]([C:43]2[CH:48]=[CH:47][CH:46]=[CH:45][CH:44]=2)[C:38]1=[O:39])([CH2:10][CH:11]([C:16](=[O:27])[NH:17][C@H:18]([C:23](=[O:26])[NH:24][CH3:25])[CH2:19][CH:20]([CH3:21])[CH3:22])[CH2:12][CH:13]([CH3:15])[CH3:14])=[O:9])[CH3:6] |f:0.1|. Reported procedure: In a manner analogous to that described in Example 3(A), from 0.52 g of (aminomethyl)[(RS)-4-methyl-2-[[(S)-3-methyl-1-(methylcarbamoyl)butyl]carbamoyl]pentyl]phosphinic acid ethyl ester acetate and 0.34 g of diphenylmaleic anhydride, there was obtained 0.581 g of [(2,3-diphenylmaleimido)methyl][(RS)-4-methyl-2-[[(S)-3-methyl-1-(methylcarbamoyl)butyl]carbamoyl]pentyl]phosphinic acid ethyl ester in the form of a yellow-green foam. The reactants are O=C([O-])[O-], CCOCC, ClCCl, Cl, [Cu]I, Ic1cccc(-n2nnc(-c3ccccn3)n2)c1, [K+], [K+], NC1CCCCC1N, c1c[nH]cn1. Product: c1ccc(-c2nnn(-c3cccc(-n4ccnc4)c3)n2)nc1. Reaction SMILES: [C:24](=[O:25])([O-:26])[O-:27].[CH3:42][CH2:43][O:44][CH2:45][CH3:46].[Cl:39][CH2:40][Cl:41].[ClH:38].[Cu:47][I:48].[I:1][c:2]1[cH:3][c:4](-[n:8]2[n:9][c:10](-[c:13]3[n:14][cH:15][cH:16][cH:17][cH:18]3)[n:11][n:12]2)[cH:5][cH:6][cH:7]1.[K+:28].[K+:29].[NH2:30][CH:31]1[CH2:32][CH2:33][CH2:34][CH2:35][CH:36]1[NH2:37].[nH:19]1[cH:20][n:21][cH:22][cH:23]1>>[c:2]1(-[n:19]2[cH:20][n:21][cH:22][cH:23]2)[cH:3][c:4](-[n:8]2[n:9][c:10](-[c:13]3[n:14][cH:15][cH:16][cH:17][cH:18]3)[n:11][n:12]2)[cH:5][cH:6][cH:7]1. Starting materials: S(=O)(Cl)Cl (thionylchloride), CO (methanol), N[C@H](CC1CCCCC1)C(=O)O.Cl (H—D—Cha—OH.HCl). The product is N[C@H](CC1CCCCC1)C(=O)OC.Cl (H—D—Cha—OMe.HCl). RXN SMILES: S(Cl)([Cl:3])=O.[NH2:5][C@@H:6]([C:14]([OH:16])=[O:15])[CH2:7][CH:8]1[CH2:13][CH2:12][CH2:11][CH2:10][CH2:9]1.Cl.[CH3:18]O>>[NH2:5][C@@H:6]([C:14]([O:16][CH3:18])=[O:15])[CH2:7][CH:8]1[CH2:13][CH2:12][CH2:11][CH2:10][CH2:9]1.[ClH:3] |f:1.2,4.5|. Procedure details: To cold (−20° C.) and dry methanol (195 ml) was added dropwise thionylchloride (28 ml). H—D—Cha—OH.HCl (40 g) was added and the reaction mixture was heated under reflux for 5 hours The mixture was concentrated in vacuo and coevaporated with methanol (3 times). The residue was crystallized from methanol/diethyl ether yielding H—D—Cha—OMe.HCl as a white crystalline powder (40.9 g). TLC: Rf=0.66, silica gel, n-butanol/acetic acid/water 10/1/3 v/v/v.